Dataset: the Open Reaction Database (ORD), a public repository of structured organic reaction records. Task: describe an organic reaction: reactants, conditions, products, and yield The reactants are CC=1C=C(C=C(C1C)C)O (3,4,5-trimethylphenol), BrC(C(=O)NC(C#CC)(C)C)COC (2-bromo-N-(4-methylpent-2-yn-4-yl) 3-methoxypropionamide). Yields the product CC=1C=C(OC(C(=O)NC(C#CC)(C)C)COC)C=C(C1C)C (2-(3,4,5-trimethylphenoxy)-3-methoxy-N-(4-methylpent-2-yn-4-yl)propionamide). RXN SMILES: [CH3:1][C:2]1[CH:3]=[C:4]([OH:10])[CH:5]=[C:6]([CH3:9])[C:7]=1[CH3:8].Br[CH:12]([CH2:22][O:23][CH3:24])[C:13]([NH:15][C:16]([CH3:21])([CH3:20])[C:17]#[C:18][CH3:19])=[O:14]>>[CH3:1][C:2]1[CH:3]=[C:4]([CH:5]=[C:6]([CH3:9])[C:7]=1[CH3:8])[O:10][CH:12]([CH2:22][O:23][CH3:24])[C:13]([NH:15][C:16]([CH3:21])([CH3:20])[C:17]#[C:18][CH3:19])=[O:14]. Procedure: In a similar procedure to Example 3 Stage 2, 3,4,5-trimethylphenol was reacted with 2-bromo-N-(4-methylpent-2-yn-4-yl) 3-methoxypropionamide to give the title product as a colourless gum. 1H NMR (CDCl3) δ: 1.61(6H, s); 1.80(3H, s); 2.11(3H, s); 2.26(6H, s); 3.40(3H, s); 3.82(2H, m); 4.53(1H, t); 6.62(2H, s); 6.66(1H, s).